This data is from the Open Reaction Database (ORD), a public repository of structured organic reaction records. The task is: describe an organic reaction: reactants, conditions, products, and yield Reactants: CCO, [Cl-], O=[N+]([O-])c1ccc(OCCCCl)cc1, [Na+], [OH-], O, O. The product is Nc1ccc(OCCCCl)cc1. RXN SMILES: [CH3:20][CH2:21][OH:22].[Cl-:17].[Cl:1][CH2:2][CH2:3][CH2:4][O:5][c:6]1[cH:7][cH:8][c:9]([N+:12]([O-:13])=[O:14])[cH:10][cH:11]1.[Na+:19].[OH-:18].[OH2:15].[OH2:16]>>[Cl:1][CH2:2][CH2:3][CH2:4][O:5][c:6]1[cH:7][cH:8][c:9]([NH2:12])[cH:10][cH:11]1. Reactants: OB(O)c1ccc(Br)s1, O=C([O-])[O-], Cc1ccccc1, CCO, ClC(Cl)(Cl)Cl, [K+], [K+], Cc1ccc(S(=O)(=O)n2cc(I)c(OCc3ccccc3)n2)cc1. Product: Cc1ccc(S(=O)(=O)n2cc(-c3ccc(Br)s3)c(OCc3ccccc3)n2)cc1. RXN SMILES: [Br:25][c:26]1[cH:27][cH:28][c:29]([B:31]([OH:32])[OH:33])[s:30]1.[C:34](=[O:35])([O-:36])[O-:37].[CH3:45][c:46]1[cH:47][cH:48][cH:49][cH:50][cH:51]1.[CH3:52][CH2:53][OH:54].[Cl:40][C:41]([Cl:42])([Cl:43])[Cl:44].[K+:38].[K+:39].[c:1]1([CH3:24])[cH:2][cH:3][c:4]([S:7](=[O:8])(=[O:9])[n:10]2[n:11][c:12]([O:16][CH2:17][c:18]3[cH:19][cH:20][cH:21][cH:22][cH:23]3)[c:13]([I:15])[cH:14]2)[cH:5][cH:6]1>>[c:1]1([CH3:24])[cH:2][cH:3][c:4]([S:7](=[O:8])(=[O:9])[n:10]2[n:11][c:12]([O:16][CH2:17][c:18]3[cH:19][cH:20][cH:21][cH:22][cH:23]3)[c:13](-[c:29]3[cH:28][cH:27][c:26]([Br:25])[s:30]3)[cH:14]2)[cH:5][cH:6]1.